From a dataset of the Open Reaction Database (ORD), a public repository of structured organic reaction records. describe an organic reaction: reactants, conditions, products, and yield Reactants: BrC(Br)(Br)Br, C1CCOC1, N#Cc1ccc(C2CC2)c(CO)n1, c1ccc(P(c2ccccc2)c2ccccc2)cc1. The product is N#Cc1ccc(C2CC2)c(CBr)n1. Reaction SMILES: [Br:14][C:15]([Br:16])([Br:17])[Br:18].[CH2:38]1[O:39][CH2:40][CH2:41][CH2:42]1.[CH:1]1([c:4]2[cH:5][cH:6][c:7]([C:12]#[N:13])[n:8][c:9]2[CH2:10][OH:11])[CH2:2][CH2:3]1.[c:19]1([P:20]([c:21]2[cH:22][cH:23][cH:24][cH:25][cH:26]2)[c:27]2[cH:28][cH:29][cH:30][cH:31][cH:32]2)[cH:33][cH:34][cH:35][cH:36][cH:37]1>>[CH:1]1([c:4]2[cH:5][cH:6][c:7]([C:12]#[N:13])[n:8][c:9]2[CH2:10][Br:14])[CH2:2][CH2:3]1. Yields the product FC=1C=C(C=C(C1)F)[C@H](CC=O)C1=CC=C(C=C1)S(=O)(=O)C ((R)-3-(3,5-Difluorophenyl)-3-(4-methanesulfonylphenyl)propionaldehyde). As a reaction SMILES: [CH3:1][S:2]([C:5]1[CH:10]=[CH:9][C:8]([CH:11]=[CH:12][C:13](N2[C@H](C3C=CC=CC=3)[C@H](C)N(C)C2=O)=[O:14])=[CH:7][CH:6]=1)(=[O:4])=[O:3].[F:29][C:30]1[CH:31]=[C:32]([Mg]Br)[CH:33]=[C:34]([F:36])[CH:35]=1.C1([C@@H](C2C=CC(S(C)(=O)=O)=CC=2)CC=O)C=CC=CC=1>>[F:29][C:30]1[CH:31]=[C:32]([C@@H:11]([C:8]2[CH:7]=[CH:6][C:5]([S:2]([CH3:1])(=[O:3])=[O:4])=[CH:10][CH:9]=2)[CH2:12][CH:13]=[O:14])[CH:33]=[C:34]([F:36])[CH:35]=1. Reported procedure: This was prepared from (4S,5R)-1-(3-[4-methanesulfonylphenyl]acryloyl)-3,4-dimethyl-5-phenyl-imidazolidin-2-one and 3,5-difluorophenylmagnesium bromide using a method similar to that used to prepare (S)-3-phenyl-3-(4-methanesulfonyl-phenyl)propionaldehyde from phenylmagnesium bromide (Method N). Reactants: CS(=O)(=O)C1=CC=C(C=C1)C=CC(=O)N1C(N([C@H]([C@H]1C1=CC=CC=C1)C)C)=O ((4S,5R)-1-(3-[4-methanesulfonylphenyl]acryloyl)-3,4-dimethyl-5-phenyl-imidazolidin-2-one), FC=1C=C(C=C(C1)F)[Mg]Br (3,5-difluorophenylmagnesium bromide), C1(=CC=CC=C1)[C@H](CC=O)C1=CC=C(C=C1)S(=O)(=O)C ((S)-3-phenyl-3-(4-methanesulfonyl-phenyl)propionaldehyde), C1(=CC=CC=C1)[C@H](CC=O)C1=CC=C(C=C1)S(=O)(=O)C ((S)-3-Phenyl-3-(4-methanesulfonylphenyl)propionaldehyde). Starting materials: CC#N, [Na+], [Na+], O=C([O-])[O-], O, NC(CSCC(O)CO)C(=O)O, O=C(OCc1cccc2c1Cc1ccccc1-2)C1CC(=O)N(O)C1=O. The product is O=C(NC(CSCC(O)CO)C(=O)O)OCc1cccc2c1Cc1ccccc1-2. Reaction SMILES: [CH3:44][C:45]#[N:46].[Na+:38].[Na+:39].[O-:40][C:41](=[O:42])[O-:43].[OH2:47].[OH:1][CH:2]([CH2:3][S:4][CH2:5][CH:6]([NH2:7])[C:8](=[O:9])[OH:10])[CH2:11][OH:12].[c:13]1([CH2:26][O:27][C:28](=[O:29])[CH:30]2[CH2:31][C:32](=[O:33])[N:34]([OH:35])[C:36]2=[O:37])[cH:14][cH:15][cH:16][c:17]2[c:25]1[CH2:24][c:23]1[c:18]-2[cH:19][cH:20][cH:21][cH:22]1>>[OH:1][CH:2]([CH2:3][S:4][CH2:5][CH:6]([NH:7][C:28]([O:27][CH2:26][c:13]1[cH:14][cH:15][cH:16][c:17]2[c:25]1[CH2:24][c:23]1[c:18]-2[cH:19][cH:20][cH:21][cH:22]1)=[O:29])[C:8](=[O:9])[OH:10])[CH2:11][OH:12]. Starting materials: C(C)N(CCN)CC (2-diethylaminoethylamine), C(C)OC(=O)C=1N(C(=C2C=C(C=CC12)Cl)C1=CC=CC=C1)C (5-chloro-2-methyl-3-phenylisoindole-1-carboxylic acid ethyl ester), CN(C=O)C (dimethylformamide), C(CCC)[Li] (butyllithium). The solvent is CCCCCC (hexane). Conditions: temperature 120 celsius, time 1 hour. The product is Cl.C(C)N(CCNC(=O)C=1N(C(=C2C=C(C=CC12)Cl)C1=CC=CC=C1)C)CC (5-chloro-2-metyl-3-phenylisoindole-1-carboxylic acid [2-(diethylamino)ethyl]amide hydrochloride). As a reaction SMILES: [CH2:1]([N:3]([CH2:7][CH3:8])[CH2:4][CH2:5][NH2:6])[CH3:2].CN(C)C=O.C([Li])CCC.C([O:21][C:22]([C:24]1[N:25]([CH3:40])[C:26]([C:34]2[CH:39]=[CH:38][CH:37]=[CH:36][CH:35]=2)=[C:27]2[C:32]=1[CH:31]=[CH:30][C:29]([Cl:33])=[CH:28]2)=O)C>CCCCCC>[ClH:33].[CH2:1]([N:3]([CH2:7][CH3:8])[CH2:4][CH2:5][NH:6][C:22]([C:24]1[N:25]([CH3:40])[C:26]([C:34]2[CH:35]=[CH:36][CH:37]=[CH:38][CH:39]=2)=[C:27]2[C:32]=1[CH:31]=[CH:30][C:29]([Cl:33])=[CH:28]2)=[O:21])[CH3:2] |f:5.6|. Procedure: A solution of 2.3 g. of 2-diethylaminoethylamine in 25 ml. of dimethylformamide is treated under an atmosphere of argon at 5°-10° C. with 0.02 mol. of butyllithium (10 ml. of a 2-M solution in hexane). Then, there is added at 20°-25° C. a solution of 3.2 g. of 5-chloro-2-methyl-3-phenylisoindole-1-carboxylic acid ethyl ester in 15 ml. of dimethylformamide, the hexane is removed by distillation and the mixture is subsequently stirred at 120° C. for 1 hour. After cooling, the mixture is poured on ... The reactants are N=1NN=NC1C1=NC2=C3N=CC=CC3=CC=C2C=C1 (2-(2H-tetrazole-5-yl)-1,10-phenanthroline), N1=CC=CC=C1 (pyridine), C(C1=CC(C(=O)Cl)=CC=C1)(=O)Cl (isophthaloylchloride), O (water). Solvent: C(Cl)(Cl)Cl (chloroform), CCCCCC (hexane), CO (methanol). Run at temperature 100 celsius. Product: N1=C(C=CC2=CC=C3C=CC=NC3=C12)C=1OC(=NN1)C1=CC(=CC=C1)C1=NN=C(O1)C1=NC2=C3N=CC=CC3=CC=C2C=C1 (1,3-bis[2-(1,10-phenanthroline-2-yl)-1,3,4-oxadiazole-5-yl]benzene). The yield is 84.0%. RXN SMILES: N1N[N:3]=[N:4][C:5]=1[C:6]1[CH:19]=[CH:18][C:17]2[C:8](=[C:9]3[C:14](=[CH:15][CH:16]=2)[CH:13]=[CH:12][CH:11]=[N:10]3)[N:7]=1.[N:20]1[CH:25]=[CH:24][CH:23]=[CH:22][CH:21]=1.[C:26](Cl)(=[O:36])[C:27]1[CH:35]=[CH:34][CH:33]=[C:29]([C:30](Cl)=[O:31])[CH:28]=1.O>CCCCCC.CO.C(Cl)(Cl)Cl>[N:20]1[C:25]2[C:24](=[CH:15][CH:16]=[C:17]3[C:8]=2[N:7]=[CH:6][CH:19]=[CH:18]3)[CH:23]=[CH:22][C:21]=1[C:5]1[O:36][C:26]([C:27]2[CH:35]=[CH:34][CH:33]=[C:29]([C:30]3[O:31][C:5]([C:6]4[CH:19]=[CH:18][C:17]5[C:8](=[C:9]6[C:14](=[CH:15][CH:16]=5)[CH:13]=[CH:12][CH:11]=[N:10]6)[N:7]=4)=[N:4][N:3]=3)[CH:28]=2)=[N:3][N:4]=1. Procedure details: After dissolving 5.0 g of 2-(2H-tetrazole-5-yl)-1,10-phenanthroline into 50 ml of dehydrated pyridine, 2.1 g of isophthaloylchloride was added. The mixture was heated to 100° C. and stirred under reflux for 5 hours. After cooling to a room temperature, the reaction solution was poured into water to collect a precipitated solid by suction filtration, and the solid was washed with water. The solid was dried under vacuum at 70° C. for 20 hours to obtain a brownish crude product. After dissolving th... Product: CN(C(C=C1N2C(SC1)=C(C(C2)C)C(=O)OC(C)C)=O)C (N,N-Dimethyl-(7-isopropoxycarbonyl-6-methyl-2,3,5,6-tetrahydropyrrolo[2,1-b]thiazol-3-ylidene)acetamide). Reactants: C(C)(C)OC(=O)C=1C(CN2C1SCC2=CC(=O)OC2=CC=C(C=C2)[N+](=O)[O-])C (4-nitrophenyl (7-isopropoxycarbonyl-6-methyl-2,3,5,6-tetrahydropyrrolo[2,1-b]thiazol-3-ylidene)acetate), aqueous solution, CNC (dimethylamine). Solvent: O (water). Reported procedure: To 1.50 g of 4-nitrophenyl (7-isopropoxycarbonyl-6-methyl-2,3,5,6-tetrahydropyrrolo[2,1-b]thiazol-3-ylidene)acetate, was added 40 ml of a 25% aqueous solution of dimethylamine and the mixture was stirred at room temperature for 3 days. 40 ml of water was added thereto and the precipitate thus formed was collected by filtration, washed with water and dissolved in chloroform. After drying and distilling off the solvent, the crude crystals thus obtained were recrystallized from a solvent mixture of... Run at time 3 day. RXN SMILES: [CH:1]([O:4][C:5]([C:7]1[CH:8]([CH3:28])[CH2:9][N:10]2[C:14](=[CH:15][C:16]([O:18]C3C=CC([N+]([O-])=O)=CC=3)=O)[CH2:13][S:12][C:11]=12)=[O:6])([CH3:3])[CH3:2].[CH3:29][NH:30][CH3:31]>O>[CH3:29][N:30]([CH3:31])[C:16](=[O:18])[CH:15]=[C:14]1[CH2:13][S:12][C:11]2=[C:7]([C:5]([O:4][CH:1]([CH3:2])[CH3:3])=[O:6])[CH:8]([CH3:28])[CH2:9][N:10]12.